From a dataset of the Open Reaction Database (ORD), a public repository of structured organic reaction records. describe an organic reaction: reactants, conditions, products, and yield Reactants: S(=O)(=O)(O)[O-].[K+] (potassium hydrogen sulfate), ClC=1C=C(C=CC1C#N)N[C@@H](CC1=CC=CC=C1)C(=O)O (N-(3-chloro-4-cyanophenyl)phenylalanine), CC1(OC(=O)CC(=O)O1)C (Meldrum's acid), N,N′-carbonyldiimidazole. The reagents and catalysts are CN(C)C1=CC=NC=C1 (4-(N,N-dimethylamino)pyridine). Solvent: O1CCCC1 (tetrahydrofuran). Conditions: time 8 hour. Product: C(C1=CC=CC=C1)C1N(C(C=C1O)=O)C1=CC(=C(C#N)C=C1)Cl (4-(2-benzyl-3-hydroxy-5-oxo-2,5-dihydro-1H-pyrrol-1-yl)-2-chlorobenzonitrile). Yield: 65.3%. Reaction SMILES: [Cl:1][C:2]1[CH:3]=[C:4]([NH:10][C@H:11]([C:19]([OH:21])=O)[CH2:12][C:13]2[CH:18]=[CH:17][CH:16]=[CH:15][CH:14]=2)[CH:5]=[CH:6][C:7]=1[C:8]#[N:9].[CH3:22][C:23]1(C)OC(=O)CC(=O)[O:24]1.S([O-])(O)(=O)=O.[K+]>CN(C1C=CN=CC=1)C.O1CCCC1>[CH2:12]([CH:11]1[C:19]([OH:21])=[CH:22][C:23](=[O:24])[N:10]1[C:4]1[CH:5]=[CH:6][C:7]([C:8]#[N:9])=[C:2]([Cl:1])[CH:3]=1)[C:13]1[CH:14]=[CH:15][CH:16]=[CH:17][CH:18]=1 |f:2.3|. Procedure: To a solution of N-(3-chloro-4-cyanophenyl)phenylalanine (2.0 g), Meldrum's acid (1.05 g) and 4-(N,N-dimethylamino)pyridine (1.22 g) in tetrahydrofuran (30 mL) was added N,N′-carbonyldiimidazole (1.29 g) at 0° C., and the mixture was stirred at room temperature overnight. A 5% aqueous potassium hydrogen sulfate solution was added to the reaction mixture, and the mixture was extracted with ethyl acetate. The organic layer was washed with 5% aqueous potassium hydrogen sulfate solution and saturate...